describe an organic reaction: reactants, conditions, products, and yield From a dataset of the Open Reaction Database (ORD), a public repository of structured organic reaction records. The reactants are Brc1cccc(Br)c1, OCCCO, CCO, OB(O)c1cccnc1. Yields the product Brc1cccc(-c2cccnc2)c1. As a reaction SMILES: [Br:1][c:2]1[cH:3][cH:4][cH:5][c:6]([Br:7])[cH:8]1.[CH2:9]([OH:10])[CH2:11][CH2:12][OH:13].[CH3:23][CH2:24][OH:25].[n:14]1[cH:15][c:16]([B:20]([OH:21])[OH:22])[cH:17][cH:18][cH:19]1>>[c:2]1(-[c:16]2[cH:15][n:14][cH:19][cH:18][cH:17]2)[cH:3][cH:4][cH:5][c:6]([Br:7])[cH:8]1. The reactants are OC=1C=C(C(=O)N2C(NCC2)=O)C=CC1O (1-(3,4-Dihydroxybenzoyl)-2-imidazolidinone), CN(C(C(F)(F)F)=O)[Si](C)(C)C (N-methyl-N-(trimethylsilyl)trifluoroacetamide), C(C)(=O)OCC (ethyl acetate). Reaction conditions: time 30 minute. The product is C(C)(=O)OC=1C=C(C(=O)N2C(NCC2)=O)C=CC1OC(C)=O (1-[3,4-Bis(acetyloxy)benzoyl]-2-imidazolidinone). Reaction SMILES: [OH:1][C:2]1[CH:3]=[C:4]([CH:13]=[CH:14][C:15]=1[OH:16])[C:5]([N:7]1[CH2:11][CH2:10][NH:9][C:8]1=[O:12])=[O:6].CN([Si](C)(C)C)[C:19](=[O:24])[C:20](F)(F)F.[C:29](OCC)(=[O:31])[CH3:30]>>[C:19]([O:1][C:2]1[CH:3]=[C:4]([CH:13]=[CH:14][C:15]=1[O:16][C:29](=[O:31])[CH3:30])[C:5]([N:7]1[CH2:11][CH2:10][NH:9][C:8]1=[O:12])=[O:6])(=[O:24])[CH3:20]. Procedure details: 1-(3,4-Dihydroxybenzoyl)-2-imidazolidinone (2.2 g, 0.01 mol) was suspended in 70 ml of ethyl acetate. To the suspension was added 6.1 ml (0.033 mol) of N-methyl-N-(trimethylsilyl)trifluoroacetamide with stirring. After 30 minutes, a clear solution was formed (solution A). Reactants: CN(C)Cc1ccc(CSCCN)o1, CCOC(=O)Cl, [Na+], [OH-], O, S=C=S. Yields the product CN(C)Cc1ccc(CSCCN=C=S)o1. RXN SMILES: [CH3:6][N:7]([CH3:8])[CH2:9][c:10]1[cH:11][cH:12][c:13]([CH2:15][S:16][CH2:17][CH2:18][NH2:19])[o:14]1.[Cl:20][C:21]([O:22][CH2:23][CH3:24])=[O:25].[Na+:5].[OH-:4].[OH2:26].[S:1]=[C:2]=[S:3]>>[C:2](=[S:3])=[N:19][CH2:18][CH2:17][S:16][CH2:15][c:13]1[cH:12][cH:11][c:10]([CH2:9][N:7]([CH3:6])[CH3:8])[o:14]1. Solvent: O (water), O (water), Cl (hydrochloric acid). As a reaction SMILES: [N:1]1([CH2:7][CH:8]2[NH:13][C:12]3[CH:14]=[CH:15][CH:16]=[CH:17][C:11]=3[O:10][CH2:9]2)[CH2:6][CH2:5][O:4][CH2:3][CH2:2]1.[N:18]([O-])=[O:19].[Na+].C(OCC)(=O)C.C(=O)(O)[O-].[Na+]>Cl.O>[N:1]1([CH2:7][CH:8]2[N:13]([N:18]=[O:19])[C:12]3[CH:14]=[CH:15][CH:16]=[CH:17][C:11]=3[O:10][CH2:9]2)[CH2:2][CH2:3][O:4][CH2:5][CH2:6]1 |f:1.2,4.5|. Product: N1(CCOCC1)CC1COC2=C(N1N=O)C=CC=C2 ((-)-3-(4-morpholinylmethyl)-4-nitroso-3,4-dihydro-2H-1,4-benzoxazine). Reaction conditions: temperature 0 celsius, time 1 hour. The reactants are N(=O)[O-].[Na+] (sodium nitrite), C(C)(=O)OCC (ethyl acetate), C([O-])(O)=O.[Na+] (sodium bicarbonate), N1(CCOCC1)CC1COC2=C(N1)C=CC=C2 ((-)-3-(4-morpholinylmethyl)-3,4-dihydro-2H-1,4-benzoxazine). Procedure: A solution of (-)-3-(4-morpholinylmethyl)-3,4-dihydro-2H-1,4-benzoxazine in 250 ml of 2N aqueous hydrochloric acid was cooled to 0° C. and treated with a solution of 4.8 g (0.070 mole) of sodium nitrite in 50 ml of water. The solution was stirred for one hour at 0° C., poured into a mixture of 1500 ml of water and 1 liter of ethyl acetate and neutralized carefully by the addition of solid sodium bicarbonate. The organic layer was separated, and the aqueous layer was extracted with an additional ... Reactants: BrC1=CC=C(C=C1)C1=C(C(=NO1)C)N (5-(4-bromo-phenyl)-3-methyl-isoxazol-4-ylamine), C1C(CCC2=CC=CC=C12)=O (3,4-dihydro-1H-naphthalen-2-one). Yields the product BrC1=CC=C(C=C1)C1=C(C(=NO1)C)NC1CC2=CC=CC=C2CC1 ([5-(4-Bromo-phenyl)-3-methyl-isoxazol-4-yl]-(1,2,3,4-tetrahydro-naphthalen-2-yl)-amine). RXN SMILES: [Br:1][C:2]1[CH:7]=[CH:6][C:5]([C:8]2[O:12][N:11]=[C:10]([CH3:13])[C:9]=2[NH2:14])=[CH:4][CH:3]=1.[CH2:15]1[C:24]2[C:19](=[CH:20][CH:21]=[CH:22][CH:23]=2)[CH2:18][CH2:17][C:16]1=O>>[Br:1][C:2]1[CH:3]=[CH:4][C:5]([C:8]2[O:12][N:11]=[C:10]([CH3:13])[C:9]=2[NH:14][CH:21]2[CH2:22][CH2:23][C:24]3[C:19](=[CH:18][CH:17]=[CH:16][CH:15]=3)[CH2:20]2)=[CH:6][CH:7]=1. Procedure: Prepared according to the procedure described in Example 24, Step 1, using 5-(4-bromo-phenyl)-3-methyl-isoxazol-4-ylamine and 3,4-dihydro-1H-naphthalen-2-one. Reactants: C1(CCCCCC1)N(C(=O)NC=1SC(=CN1)C=O)[C@@H]1CC[C@H](CC1)C (trans-1-cycloheptyl-3-(5-formyl-thiazol-2-yl)-1-(4-methyl-cyclohexyl)-urea), [Cl-].COC(=O)CCS(=O)(=O)N1CC[NH2+]CC1 (4-(2-methoxycarbonyl-ethanesulfonyl)-piperazin-1-ium chloride). The product is COC(CCS(=O)(=O)N1CCN(CC1)CC1=CN=C(S1)NC(=O)N([C@@H]1CC[C@H](CC1)C)C1CCCCCC1)=O (Trans-3-(4-{2-[3-cycloheptyl-3-(4-methyl-cyclohexyl)-ureido]-thiazol-5-ylmethyl}-piperazine-1-sulfonyl)-propionic acid methyl ester). Reaction SMILES: [CH:1]1([N:8]([C@H:19]2[CH2:24][CH2:23][C@H:22]([CH3:25])[CH2:21][CH2:20]2)[C:9]([NH:11][C:12]2[S:13][C:14]([CH:17]=O)=[CH:15][N:16]=2)=[O:10])[CH2:7][CH2:6][CH2:5][CH2:4][CH2:3][CH2:2]1.[Cl-].[CH3:27][O:28][C:29]([CH2:31][CH2:32][S:33]([N:36]1[CH2:41][CH2:40][NH2+:39][CH2:38][CH2:37]1)(=[O:35])=[O:34])=[O:30]>>[CH3:27][O:28][C:29](=[O:30])[CH2:31][CH2:32][S:33]([N:36]1[CH2:37][CH2:38][N:39]([CH2:17][C:14]2[S:13][C:12]([NH:11][C:9]([N:8]([CH:1]3[CH2:7][CH2:6][CH2:5][CH2:4][CH2:3][CH2:2]3)[C@H:19]3[CH2:20][CH2:21][C@H:22]([CH3:25])[CH2:23][CH2:24]3)=[O:10])=[N:16][CH:15]=2)[CH2:40][CH2:41]1)(=[O:34])=[O:35] |f:1.2|. Procedure details: Prepared in 65% (380 mg) yield as described in general procedure (B) from trans-1-cycloheptyl-3-(5-formyl-thiazol-2-yl)-1-(4-methyl-cyclohexyl)-urea (364 mg, 1.0 mmol) and 4-(2-methoxycarbonyl-ethanesulfonyl)-piperazin-1-ium chloride (273 mg, 1 mmol).